This data is from the Open Reaction Database (ORD), a public repository of structured organic reaction records. The task is: describe an organic reaction: reactants, conditions, products, and yield The reactants are COC(=O)c1cccc(F)c1F, NCCN1CCOCC1, CN(C)C=O. The product is COC(=O)c1cccc(F)c1NCCN1CCOCC1. RXN SMILES: [F:1][c:2]1[c:3]([C:4](=[O:5])[O:6][CH3:7])[cH:8][cH:9][cH:10][c:11]1[F:12].[O:13]1[CH2:14][CH2:15][N:16]([CH2:19][CH2:20][NH2:21])[CH2:17][CH2:18]1.[O:22]=[CH:23][N:24]([CH3:25])[CH3:26]>>[c:2]1([NH:21][CH2:20][CH2:19][N:16]2[CH2:15][CH2:14][O:13][CH2:18][CH2:17]2)[c:3]([C:4](=[O:5])[O:6][CH3:7])[cH:8][cH:9][cH:10][c:11]1[F:12]. Starting materials: CC(C)(C)OC(=O)NCCBr, COC(C)[Si](C)(C)C, CN(C)C=O, Cc1ccc(F)cc1C1CC(=O)NC(c2cccc(Cl)c2)C12C(=O)Nc1cc(Cl)ccc12, [H-], [Li+]. Product: COC(C)[Si](C)(C)C, Cc1ccc(F)cc1C1CC(=O)N(CCNC(=O)OC(C)(C)C)C(c2cccc(Cl)c2)C12C(=O)Nc1cc(Cl)ccc12. RXN SMILES: [C:43]([CH3:44])([CH3:45])([CH3:46])[O:47][C:48]([NH:49][CH2:50][CH2:51][Br:52])=[O:53].[CH3:1][O:2][CH:3]([CH3:4])[Si:5]([CH3:6])([CH3:7])[CH3:8].[CH3:54][N:55]([CH3:56])[CH:57]=[O:58].[Cl:9][c:10]1[cH:11][cH:12][c:13]2[c:17]([cH:18]1)[NH:16][C:15](=[O:19])[C:14]21[CH:20]([c:34]2[cH:35][c:36]([Cl:40])[cH:37][cH:38][cH:39]2)[NH:21][C:22](=[O:33])[CH2:23][CH:24]1[c:25]1[c:26]([CH3:32])[cH:27][cH:28][c:29]([F:31])[cH:30]1.[H-:41].[Li+:42]>>[CH3:1][O:2][CH:3]([CH3:4])[Si:5]([CH3:6])([CH3:7])[CH3:8].[Cl:9][c:10]1[cH:11][cH:12][c:13]2[c:17]([cH:18]1)[NH:16][C:15](=[O:19])[C:14]21[CH:20]([c:34]2[cH:35][c:36]([Cl:40])[cH:37][cH:38][cH:39]2)[N:21]([CH2:51][CH2:50][NH:49][C:48]([O:47][C:43]([CH3:44])([CH3:45])[CH3:46])=[O:53])[C:22](=[O:33])[CH2:23][CH:24]1[c:25]1[c:26]([CH3:32])[cH:27][cH:28][c:29]([F:31])[cH:30]1. The reactants are CC1CCN(Cc2ccccc2)CC1NC(=O)OC(C)(C)C, CO, [H][H]. Product: CC1CCNCC1NC(=O)OC(C)(C)C. Reaction SMILES: [CH2:1]([c:2]1[cH:3][cH:4][cH:5][cH:6][cH:7]1)[N:8]1[CH2:9][CH:10]([NH:15][C:16]([O:17][C:18]([CH3:19])([CH3:20])[CH3:21])=[O:22])[CH:11]([CH3:14])[CH2:12][CH2:13]1.[CH3:25][OH:26].[H:23][H:24]>>[NH:8]1[CH2:9][CH:10]([NH:15][C:16]([O:17][C:18]([CH3:19])([CH3:20])[CH3:21])=[O:22])[CH:11]([CH3:14])[CH2:12][CH2:13]1.